From a dataset of the Open Reaction Database (ORD), a public repository of structured organic reaction records. describe an organic reaction: reactants, conditions, products, and yield Reactants: S1C=C(C(=C1)C(=O)O)C(=O)O (3,4-thiophenedicarboxylic acid), C(C)(=O)OC(C)=O (acetic anhydride). Product: C1(OC(C=2C1=CSC2)=O)=O (3H-Thieno[3,4-c] furan-1,3-dione). Reaction SMILES: [S:1]1[CH:5]=[C:4]([C:6]([OH:8])=O)[C:3]([C:9]([OH:11])=[O:10])=[CH:2]1.C(OC(=O)C)(=O)C>>[C:6]1(=[O:8])[C:4]2=[CH:5][S:1][CH:2]=[C:3]2[C:9](=[O:10])[O:11]1. Reported procedure: In a 250 mL single-neck round-bottom flask equipped with reflux condenser, 3,4-thiophenedicarboxylic acid (Frontier Scientific, 4.000 g, 0.02325 mol) was heated to 120° C. with acetic anhydride for 6 hours. The reaction was then cooled to room temperature and the solvent was removed under reduced pressure to yield a dark brown solid. The crude product was recrystallized from toluene to yield pale yellow needles in quantitative yield. Reactants: CO, COC(=O)c1sc(-n2cnc3cnccc32)cc1OCc1ccccc1OC(F)F, N. Yields the product NC(=O)c1sc(-n2cnc3cnccc32)cc1OCc1ccccc1OC(F)F. As a reaction SMILES: [CH3:32][OH:33].[F:1][CH:2]([O:3][c:4]1[c:5]([CH2:6][O:7][c:8]2[c:9]([C:22]([O:24][CH3:23])=[O:25])[s:10][c:11](-[n:13]3[cH:14][n:15][c:16]4[cH:17][n:18][cH:19][cH:20][c:21]34)[cH:12]2)[cH:26][cH:27][cH:28][cH:29]1)[F:30].[NH3:31]>>[F:1][CH:2]([O:3][c:4]1[c:5]([CH2:6][O:7][c:8]2[c:9]([C:22](=[O:24])[NH2:31])[s:10][c:11](-[n:13]3[cH:14][n:15][c:16]4[cH:17][n:18][cH:19][cH:20][c:21]34)[cH:12]2)[cH:26][cH:27][cH:28][cH:29]1)[F:30]. Starting materials: C(C1=CC=CC=C1)SC1=CC=C2C(=C(C=NC2=C1)C(=O)OCC)O (ethyl 7-(benzylsulfanyl)-4-hydroxy-3-quinolinecarboxylate), ClC1=CC=C(CN)C=C1 (4-chlorobenzylamine). Yields the product C(C1=CC=CC=C1)SC1=CC=C2C(=C(C=NC2=C1)C(=O)NCC1=CC=C(C=C1)Cl)O (7-(Benzylsulfanyl)-N-(4-chlorobenzyl)-4-hydroxy-3-quinolinecarboxamide). Isolated yield 92.4%. RXN SMILES: [CH2:1]([S:8][C:9]1[CH:18]=[C:17]2[C:12]([C:13]([OH:24])=[C:14]([C:19]([O:21]CC)=O)[CH:15]=[N:16]2)=[CH:11][CH:10]=1)[C:2]1[CH:7]=[CH:6][CH:5]=[CH:4][CH:3]=1.[Cl:25][C:26]1[CH:33]=[CH:32][C:29]([CH2:30][NH2:31])=[CH:28][CH:27]=1>>[CH2:1]([S:8][C:9]1[CH:18]=[C:17]2[C:12]([C:13]([OH:24])=[C:14]([C:19]([NH:31][CH2:30][C:29]3[CH:32]=[CH:33][C:26]([Cl:25])=[CH:27][CH:28]=3)=[O:21])[CH:15]=[N:16]2)=[CH:11][CH:10]=1)[C:2]1[CH:7]=[CH:6][CH:5]=[CH:4][CH:3]=1. Reported procedure: A mixture of 4.07 g of ethyl 7-(benzylsulfanyl)-4-hydroxy-3-quinolinecarboxylate from Preparation No. 29 and 8.5 g of 4-chlorobenzylamine is heated at 165° C. for 18 h, then cooled and partitioned between 1 N HCl and chloroform-methanol. The organic phase is dried (MgSO4) and concentrated under reduced pressure, and the residue flash chromatographed on silica using 2-5% methanol in dichloromethane to provide 4.82 g of the title compound. The reactants are C1CCOC1, CO, COC(=O)c1ccc2cc(-c3ccc(OCc4c(C5CCCC5)noc4C4CCCC4)cc3)ccc2n1, [Na+], [OH-]. Product: O=C(O)c1ccc2cc(-c3ccc(OCc4c(C5CCCC5)noc4C4CCCC4)cc3)ccc2n1. As a reaction SMILES: [CH2:42]1[O:43][CH2:44][CH2:45][CH2:46]1.[CH3:38][OH:39].[CH:1]1([c:6]2[n:7][o:8][c:9]([CH:33]3[CH2:34][CH2:35][CH2:36][CH2:37]3)[c:10]2[CH2:11][O:12][c:13]2[cH:14][cH:15][c:16](-[c:19]3[cH:20][c:21]4[cH:22][cH:23][c:24]([C:29](=[O:30])[O:31][CH3:32])[n:25][c:26]4[cH:27][cH:28]3)[cH:17][cH:18]2)[CH2:2][CH2:3][CH2:4][CH2:5]1.[Na+:41].[OH-:40]>>[CH:1]1([c:6]2[n:7][o:8][c:9]([CH:33]3[CH2:34][CH2:35][CH2:36][CH2:37]3)[c:10]2[CH2:11][O:12][c:13]2[cH:14][cH:15][c:16](-[c:19]3[cH:20][c:21]4[cH:22][cH:23][c:24]([C:29](=[O:30])[OH:31])[n:25][c:26]4[cH:27][cH:28]3)[cH:17][cH:18]2)[CH2:2][CH2:3][CH2:4][CH2:5]1.